This data is from the Open Reaction Database (ORD), a public repository of structured organic reaction records. The task is: describe an organic reaction: reactants, conditions, products, and yield The reactants are O (Water), COC=1C=C2C(=CC=NC2=CC1O)OC=1C(=NC(=C(C1)C)C)C1=NC(=CC=C1)C (6-Methoxy-4-(5,6,6′-trimethyl-[2,2′]bipyridin-3-yloxy)-quinolin-7-ol), COC=1C=C2C(=CC=NC2=CC1O)OC=1C(=NC(=C(C1)C)C)C1=NC(=CC=C1)C (6-Methoxy-4-(5,6,6′-trimethyl-[2,2′]bipyridin-3-yloxy)-quinolin-7-ol), C([O-])([O-])=O.[K+].[K+] (potassium carbonate), C(Br)C1CO1 (epibromohydrin). Run in CN(C=O)C (N,N-dimethylformamide). Conditions: time 8 hour. The product is COC=1C=C2C(=CC=NC2=CC1OCC1OC1)OC=1C(=NC(=C(C1)C)C)C1=NC(=CC=C1)C (3-(6-Methoxy-7-oxiranylmethoxy-quinolin-4-yloxy)-5,6,6′-trimethyl-[2,2′]bipyridine). Isolated yield 99.0%. RXN SMILES: [CH3:1][O:2][C:3]1[CH:4]=[C:5]2[C:10](=[CH:11][C:12]=1[OH:13])[N:9]=[CH:8][CH:7]=[C:6]2[O:14][C:15]1[C:16]([C:23]2[CH:28]=[CH:27][CH:26]=[C:25]([CH3:29])[N:24]=2)=[N:17][C:18]([CH3:22])=[C:19]([CH3:21])[CH:20]=1.C(=O)([O-])[O-].[K+].[K+].[CH2:36]([CH:38]1[O:40][CH2:39]1)Br.O>CN(C)C=O>[CH3:1][O:2][C:3]1[CH:4]=[C:5]2[C:10](=[CH:11][C:12]=1[O:13][CH2:36][CH:38]1[CH2:39][O:40]1)[N:9]=[CH:8][CH:7]=[C:6]2[O:14][C:15]1[C:16]([C:23]2[CH:28]=[CH:27][CH:26]=[C:25]([CH3:29])[N:24]=2)=[N:17][C:18]([CH3:22])=[C:19]([CH3:21])[CH:20]=1 |f:1.2.3|. Procedure details: 6-Methoxy-4-(5,6,6′-trimethyl-[2,2′]bipyridin-3-yloxy)-quinolin-7-ol (compound 443) (87 mg) was dissolved in N,N-dimethylformamide (4 ml) to prepare a solution, and potassium carbonate (93 mg) and epibromohydrin (0.06 ml) were added to the solution. The mixture was stirred at room temperature overnight. Water was added to the reaction solution, and the mixture was extracted with ethyl acetate. The ethyl acetate layer was then washed with saturated brine and was dried over anhydrous sodium sulfat...